From a dataset of the Open Reaction Database (ORD), a public repository of structured organic reaction records. describe an organic reaction: reactants, conditions, products, and yield The reactants are CCCCC(CC)C(=O)Nc1ccc2ccn(Cc3ccc(C(=O)OC)cc3OC)c2c1, CO, Cl, [Li+], C1CCOC1, [OH-], O, O. Yields the product CCCCC(CC)C(=O)Nc1ccc2ccn(Cc3ccc(C(=O)O)cc3OC)c2c1. As a reaction SMILES: [CH2:1]([CH3:2])[CH:3]([C:4](=[O:5])[NH:6][c:7]1[cH:8][cH:9][c:10]2[cH:11][cH:12][n:13]([CH2:16][c:17]3[c:18]([O:27][CH3:28])[cH:19][c:20]([C:21](=[O:22])[O:23][CH3:24])[cH:25][cH:26]3)[c:14]2[cH:15]1)[CH2:29][CH2:30][CH2:31][CH3:32].[CH3:43][OH:44].[ClH:41].[Li+:35].[O:36]1[CH2:37][CH2:38][CH2:39][CH2:40]1.[OH-:34].[OH2:33].[OH2:42]>>[CH2:1]([CH3:2])[CH:3]([C:4](=[O:5])[NH:6][c:7]1[cH:8][cH:9][c:10]2[cH:11][cH:12][n:13]([CH2:16][c:17]3[c:18]([O:27][CH3:28])[cH:19][c:20]([C:21](=[O:22])[OH:23])[cH:25][cH:26]3)[c:14]2[cH:15]1)[CH2:29][CH2:30][CH2:31][CH3:32].